describe an organic reaction: reactants, conditions, products, and yield From a dataset of the Open Reaction Database (ORD), a public repository of structured organic reaction records. Reactants: BrC(C=1C=C(C#N)C=CC1)C1=CC=C(C=C1)Cl (3-[bromo(4-chlorophenyl)methyl]benzonitrile), N1CC(C1)C(C(C)(C)C)(O)C1=CC(=CC(=C1)F)F (1-azetidin-3-yl-1-(3,5-difluorophenyl)-2,2-dimethylpropan-1-ol), C(C)(C)N(C(C)C)CC (N,N-diisopropylethylamine). Solvent: C(C)#N (acetonitrile). The product is ClC1=CC=C(C=C1)C(C=1C=C(C#N)C=CC1)N1CC(C1)C(C(C)(C)C)(O)C1=CC(=CC(=C1)F)F (3-((4-chlorophenyl){3-[1-(3,5-difluorophenyl)-1-hydroxy-2,2-dimethylpropyl]azetidin-1-yl}methyl)benzonitrile). Reaction SMILES: Br[CH:2]([C:11]1[CH:16]=[CH:15][C:14]([Cl:17])=[CH:13][CH:12]=1)[C:3]1[CH:4]=[C:5]([CH:8]=[CH:9][CH:10]=1)[C:6]#[N:7].[NH:18]1[CH2:21][CH:20]([C:22]([C:28]2[CH:33]=[C:32]([F:34])[CH:31]=[C:30]([F:35])[CH:29]=2)([OH:27])[C:23]([CH3:26])([CH3:25])[CH3:24])[CH2:19]1.C(N(CC)C(C)C)(C)C>C(#N)C>[Cl:17][C:14]1[CH:15]=[CH:16][C:11]([CH:2]([N:18]2[CH2:21][CH:20]([C:22]([C:28]3[CH:29]=[C:30]([F:35])[CH:31]=[C:32]([F:34])[CH:33]=3)([OH:27])[C:23]([CH3:24])([CH3:25])[CH3:26])[CH2:19]2)[C:3]2[CH:4]=[C:5]([CH:8]=[CH:9][CH:10]=2)[C:6]#[N:7])=[CH:12][CH:13]=1. Procedure: The reaction mixture of 135 mg (0.44 mmol) of 3-[bromo(4-chlorophenyl)methyl]benzonitrile, 105 mg (0.367 mmol) of 1-azetidin-3-yl-1-(3,5-difluorophenyl)-2,2-dimethylpropan-1-ol (3) and 230 uL (1.32 mmol) of N,N-diisopropylethylamine in 6 mL of acetonitrile was refluxed for 3 h. Then it was concentrated and the residue was dissolved in 5 mL of hexane/ether. 1 mL of 1N HCl in ether was added to above solution to make salt. It was filtered and washed with hexane/ether. The residue was neutralized w... Starting materials: ClC(Cl)Cl, O=C1CCc2cc(F)c(O)cc21, [N-]=[N+]=[N-], [Na+], O. The product is O=C1NCCc2cc(F)c(O)cc21. Reaction SMILES: [CH:18]([Cl:19])([Cl:20])[Cl:21].[F:1][c:2]1[cH:3][c:4]2[c:8]([cH:9][c:10]1[OH:11])[C:7](=[O:12])[CH2:6][CH2:5]2.[N-:13]=[N+:14]=[N-:15].[Na+:16].[OH2:17]>>[F:1][c:2]1[cH:3][c:4]2[c:8]([cH:9][c:10]1[OH:11])[C:7](=[O:12])[NH:13][CH2:6][CH2:5]2. Reactants: Cc1cc(C)c(S(=O)(=O)Cl)c(C)c1, NCCCCC(NC(=O)OCC1c2ccccc2-c2ccccc21)C(=O)O. Yields the product Cc1cc(C)c(S(=O)(=O)NCCCCC(NC(=O)OCC2c3ccccc3-c3ccccc32)C(=O)O)c(C)c1. RXN SMILES: [CH3:28][c:29]1[c:30]([S:37](=[O:38])(=[O:39])[Cl:40])[c:31]([CH3:36])[cH:32][c:33]([CH3:35])[cH:34]1.[cH:1]1[cH:2][cH:3][cH:4][c:5]2[c:13]1[CH:12]([CH2:14][O:15][C:16](=[O:17])[NH:18][CH:19]([CH2:20][CH2:21][CH2:22][CH2:23][NH2:24])[C:25](=[O:26])[OH:27])[c:11]1[c:6]-2[cH:7][cH:8][cH:9][cH:10]1>>[cH:1]1[cH:2][cH:3][cH:4][c:5]2[c:13]1[CH:12]([CH2:14][O:15][C:16](=[O:17])[NH:18][CH:19]([CH2:20][CH2:21][CH2:22][CH2:23][NH:24][S:37]([c:30]1[c:29]([CH3:28])[cH:34][c:33]([CH3:35])[cH:32][c:31]1[CH3:36])(=[O:38])=[O:39])[C:25](=[O:26])[OH:27])[c:11]1[c:6]-2[cH:7][cH:8][cH:9][cH:10]1. Starting materials: C[Mg+].[Br-] (CH3MgBr), CeCl3, C(C)C(CC)C=1C=2N(N=C(C1)C)C(=C(N2)C)C2=C(N=C1N2C=CC=C1C(C)=O)C (1-{3-[8-(1-ethyl-propyl)-2,6-dimethyl-imidazo[1,2-b]pyridazin-3-yl]-2-methyl-imidazo[1,2-a]pyridin-8-yl}-ethanone). Run in C1CCOC1 (THF), C1CCOC1 (THF). Run at time 2 hour. The product is C(C)C(CC)C=1C=2N(N=C(C1)C)C(=C(N2)C)C2=C(N=C1N2C=CC=C1C(C)(C)O)C (2-{3-[8-(1-ethyl-propyl)-2,6-dimethyl-imidazo[1,2-b]pyridazin-3-yl]-2-methyl-imidazo[1,2-a]pyridin-8-yl}-propan-2-ol). Isolated yield 60.8%. Reaction SMILES: [CH3:1][Mg+].[Br-].[CH2:4]([CH:6]([C:9]1[C:10]2[N:11]([C:16]([C:20]3[N:24]4[CH:25]=[CH:26][CH:27]=[C:28]([C:29](=[O:31])[CH3:30])[C:23]4=[N:22][C:21]=3[CH3:32])=[C:17]([CH3:19])[N:18]=2)[N:12]=[C:13]([CH3:15])[CH:14]=1)[CH2:7][CH3:8])[CH3:5]>C1COCC1>[CH2:4]([CH:6]([C:9]1[C:10]2[N:11]([C:16]([C:20]3[N:24]4[CH:25]=[CH:26][CH:27]=[C:28]([C:29]([OH:31])([CH3:1])[CH3:30])[C:23]4=[N:22][C:21]=3[CH3:32])=[C:17]([CH3:19])[N:18]=2)[N:12]=[C:13]([CH3:15])[CH:14]=1)[CH2:7][CH3:8])[CH3:5] |f:0.1|. Reported procedure: A suspension of CeCl3 (0.37 g, 2.22 mmol) in THF (10 mL) is stirred at RT for 2 h. It is then cooled to 0° C., and treated with 3.0 M CH3MgBr (0.74 mL, 2.22 mmol). The mixture is stirred at 0° C. for 2 h. A solution of 1-{3-[8-(1-ethyl-propyl)-2,6-dimethyl-imidazo[1,2-b]pyridazin-3-yl]-2-methyl-imidazo[1,2-a]pyridin-8-yl}-ethanone (0.57 g, 1.48 mmol) in THF (5 mL) is added to the mixture at 0° C. The reaction is stirred at 0° C. for 30 min and at RT for 2 h. It is finally quenched with sat. NH4C... The product is FC1=CC=C(C=C1)NC(=O)C=1C(=NC(=NC1)SCC(N)=O)C (2-carbamoylmethylsulfanyl-4-methylpyrimidine-5-carboxylic acid (4-fluorophenyl)amide). The yield is 70.0%. Starting materials: FC1=CC=C(C=C1)NC(=O)C=1C=NC(=NC1)S (2-mercaptopyrimidine-5-carboxylic acid (4-fluorophenyl)amide), [OH-].[Na+] (NaOH), C(C)O (ethanol), ClCC(=O)N (2-chloroacetamide). Procedure: A solution of 2-mercaptopyrimidine-5-carboxylic acid (4-fluorophenyl)amide (100 mg, 0.38 mmol) in 3 mL of ethanol was treated with aqueous NaOH (3 M, 0.28 mL, 0.84 mmol). A yellow slurry formed, which dissolved over the course of 5 min. An addition of 2-chloroacetamide (53 mg, 0.57 mmol) resulted in the formation of a white slurry. After stirring at ambient temperature for 2.5 h, the reaction was quenched with 50 mL of water and titrated to acidity with 1 M HCl. The slurry was filtered over sint... Reaction SMILES: [F:1][C:2]1[CH:7]=[CH:6][C:5]([NH:8][C:9]([C:11]2[CH:12]=[N:13][C:14]([SH:17])=[N:15][CH:16]=2)=[O:10])=[CH:4][CH:3]=1.[OH-].[Na+].Cl[CH2:21][C:22]([NH2:24])=[O:23].[CH2:25](O)C>>[F:1][C:2]1[CH:3]=[CH:4][C:5]([NH:8][C:9]([C:11]2[C:16]([CH3:25])=[N:15][C:14]([S:17][CH2:21][C:22](=[O:23])[NH2:24])=[N:13][CH:12]=2)=[O:10])=[CH:6][CH:7]=1 |f:1.2|. Reaction conditions: time 2.5 hour. Reactants: COCC(OC=1C=C(C=C2C=C(NC12)C(N)=S)OC=1C=NC(=CC1)S(=O)(=O)C)COC (7-[2-methoxy-1-(methoxymethyl)ethoxy]-5-{[6-(methylsulfonyl)pyridin-3-yl]oxy}-1H-indole-2-carbothioamide), C(C#CC)(=O)OCC (ethyl 2-butynoate), C(CCC)P(CCCC)CCCC (tributylphosphine), O1CCCC1 (tetrahydrofuran). The solvent is C1(=CC=CC=C1)C (toluene). Run at temperature 60 celsius, time 50 minute. The product is COCC(OC=1C=C(C=C2C=C(NC12)C=1SC(CN1)CC(=O)OCC)OC=1C=NC(=CC1)S(=O)(=O)C)COC (Ethyl [2-(7-[2-methoxy-1-(methoxymethyl)ethoxy]-5-{[6-(methylsulfonyl)pyridin-3-yl]oxy}-1H-indol-2-yl)-4,5-dihydro-1,3-thiazol-5-yl]acetate). The yield is 52.0%. RXN SMILES: [CH3:1][O:2][CH2:3][CH:4]([CH2:29][O:30][CH3:31])[O:5][C:6]1[CH:7]=[C:8]([O:18][C:19]2[CH:20]=[N:21][C:22]([S:25]([CH3:28])(=[O:27])=[O:26])=[CH:23][CH:24]=2)[CH:9]=[C:10]2[C:14]=1[NH:13][C:12]([C:15](=[S:17])[NH2:16])=[CH:11]2.[C:32]([O:37][CH2:38][CH3:39])(=[O:36])[C:33]#[C:34][CH3:35].C(P(CCCC)CCCC)CCC.O1CCCC1>C1(C)C=CC=CC=1>[CH3:1][O:2][CH2:3][CH:4]([CH2:29][O:30][CH3:31])[O:5][C:6]1[CH:7]=[C:8]([O:18][C:19]2[CH:20]=[N:21][C:22]([S:25]([CH3:28])(=[O:26])=[O:27])=[CH:23][CH:24]=2)[CH:9]=[C:10]2[C:14]=1[NH:13][C:12]([C:15]1[S:17][CH:34]([CH2:33][C:32]([O:37][CH2:38][CH3:39])=[O:36])[CH2:35][N:16]=1)=[CH:11]2. Reported procedure: A mixture of 7-[2-methoxy-1-(methoxymethyl)ethoxy]-5-{[6-(methylsulfonyl)pyridin-3-yl]oxy}-1H-indole-2-carbothioamide (940 mg), ethyl 2-butynoate (0.6 mL), tributylphosphine (0.5 mL), tetrahydrofuran (15 mL) and toluene (20 mL) was stirred at 60° C. for 50 min. The mixture was concentrated under reduced pressure and the residue was purified by silica gel column chromatography (methanol/ethyl acetate/hexane=0/5/95 to 5/95/0, volume ratio) to give the title compound (610 mg, 52%) as a yellow amorp... Starting materials: FC=1C=C(C=C(C1)F)C1N(CCC(C1)=O)C(=O)OCC1=CC=CC=C1 (Benzyl 2-(3,5-difluorophenyl)-4-oxopiperidine-1-carboxylate), O.NN (hydrazine hydrate), N1CCC(CC1)=O (piperidin-4-one), ClC1=CC=C(C=C1)C1N(CCC(C1)=O)C(=O)OCC1=CC=CC=C1 (benzyl 2-(4-chlorophenyl)-4-oxopiperidine-1-carboxylate), FC=1C=C(C=C(C1)F)[Mg]Br (3,5-difluorophenylmagnesium bromide). Product: C(C)(C)C1CC2=C(CN1C(=O)OCC1=CC=CC=C1)C=NN2 (benzyl 6-isopropyl-6,7-dihydro-1H-pyrazolo[4,3-c]pyridine-5(4H)-carboxylate). Reaction SMILES: FC1[CH:3]=[C:4]([CH:9]2[CH2:14][C:13](=O)[CH2:12][CH2:11][N:10]2[C:16]([O:18][CH2:19][C:20]2[CH:25]=[CH:24][CH:23]=[CH:22][CH:21]=2)=[O:17])[CH:5]=C(F)C=1.ClC1C=CC(C2CC(=O)CC[N:34]2[C:40](OCC2C=CC=CC=2)=O)=CC=1.FC1C=C([Mg]Br)C=C(F)C=1.O.NN.[NH:63]1CCC(=O)CC1>>[CH:4]([CH:9]1[N:10]([C:16]([O:18][CH2:19][C:20]2[CH:21]=[CH:22][CH:23]=[CH:24][CH:25]=2)=[O:17])[CH2:11][C:12]2[CH:40]=[N:34][NH:63][C:13]=2[CH2:14]1)([CH3:3])[CH3:5] |f:3.4|. Procedure: Benzyl 2-(3,5-difluorophenyl)-4-oxopiperidine-1-carboxylate, prepared as described for compound 67 in Example 3 using 3,5-difluorophenylmagnesium bromide, was formylated and treated with hydrazine hydrate as described for compound 50 in Example 1 to give benzyl 6-isopropyl-6,7-dihydro-1H-pyrazolo[4,3-c]pyridine-5(4H)-carboxylate. This compound was then deprotected and treated with 4-chlorophenylsulfonyl chloride followed by NaOH as described for compound 52 in Example 1. The reactants are C(C)C1=CC=C(C=C1)C1=C(SC(=C1)C)CO ((3-(4-ethylphenyl)-5-methylthiophen-2-yl)methanol), OC1=C(C=C(C=C1F)CCC(=O)OCC)F (ethyl 3-(4-hydroxy-3,5-difluoro phenyl)propanoate), C(C)C1=CC=C(C=C1)C1=C(SC(=C1)C)COC1=C(C=C(C=C1F)CCC(=O)OCC)F (ethyl 3-(4-((3-(4-ethylphenyl)-5-methylthiophen-2-yl)methoxy)-3,5-difluorophenyl)propanoate). Yields the product C(C)C1=CC=C(C=C1)C1=C(SC(=C1)C)COC1=C(C=C(C=C1F)CCC(=O)O)F (3-(4-((3-(4-ethylphenyl)-5-methylthiophen-2-yl)methoxy)-3,5-difluorophenyl)propanoic acid). Reaction SMILES: C(C1C=CC(C2C=C(C)SC=2CO)=CC=1)C.OC1C(F)=CC(CCC(OCC)=O)=CC=1F.[CH2:33]([C:35]1[CH:40]=[CH:39][C:38]([C:41]2[CH:45]=[C:44]([CH3:46])[S:43][C:42]=2[CH2:47][O:48][C:49]2[C:54]([F:55])=[CH:53][C:52]([CH2:56][CH2:57][C:58]([O:60]CC)=[O:59])=[CH:51][C:50]=2[F:63])=[CH:37][CH:36]=1)[CH3:34]>>[CH2:33]([C:35]1[CH:40]=[CH:39][C:38]([C:41]2[CH:45]=[C:44]([CH3:46])[S:43][C:42]=2[CH2:47][O:48][C:49]2[C:50]([F:63])=[CH:51][C:52]([CH2:56][CH2:57][C:58]([OH:60])=[O:59])=[CH:53][C:54]=2[F:55])=[CH:37][CH:36]=1)[CH3:34]. Reported procedure: The title compound was prepared according to the procedure described in Example 196 step 7 by coupling of (3-(4-ethylphenyl)-5-methylthiophen-2-yl)methanol and ethyl 3-(4-hydroxy-3,5-difluoro phenyl)propanoate followed by hydrolysis of ethyl 3-(4-((3-(4-ethylphenyl)-5-methylthiophen-2-yl)methoxy)-3,5-difluorophenyl)propanoate to afford the desired product as an off-white solid. 1H NMR (400 MHz, CDCl3) δ 7.38 (d, J=7.0 Hz, 2H), 7.21 (d, J=7.1 Hz, 2H), 6.88 (s, 1H), 6.75 (d, J=7.8 Hz, 2H), 5.10 (s...